This data is from the Open Reaction Database (ORD), a public repository of structured organic reaction records. The task is: describe an organic reaction: reactants, conditions, products, and yield Starting materials: COC1=CC=C(C=C1)[C@H]1C[C@@H](N(C[C@@H]1OCC=1C=CC2=C(N(CCO2)CCCOC)C1)S(=O)(=O)C1=CC=C(C=C1)C)C[C@@H](C)OS(=O)(=O)C (methanesulfonic acid (R)-2-[(2R,4R,5R)-4-(4-methoxy-phenyl)-5-[4-(3-methoxy-propyl)-3,4-dihydro-2H-benzo[1,4]oxazin-6-ylmethoxy]-1-(toluene-4-sulfonyl)-piperidin-2-yl]-1-methyl-ethyl ester), N1C=NC=C1 (imidazol). Product: N1(C=NC=C1)[C@H](C[C@H]1C[C@@H]([C@H](CN1)OCC=1C=CC2=C(N(CCO2)CCCOC)C1)C1=CC=C(C=C1)OC)C (6-[(3R,4R,6R)-6-((S)-2-Imidazol-1-yl-propyl)-4-(4-methoxy-phenyl)-piperidin-3-yloxymethyl]-4-(3-methoxy-propyl)-3,4-dihydro-2H-benzo[1,4]oxazine). RXN SMILES: [CH3:1][O:2][C:3]1[CH:8]=[CH:7][C:6]([C@@H:9]2[C@@H:14]([O:15][CH2:16][C:17]3[CH:18]=[CH:19][C:20]4[O:25][CH2:24][CH2:23][N:22]([CH2:26][CH2:27][CH2:28][O:29][CH3:30])[C:21]=4[CH:31]=3)[CH2:13][N:12](S(C3C=CC(C)=CC=3)(=O)=O)[C@@H:11]([CH2:42][C@H:43](OS(C)(=O)=O)[CH3:44])[CH2:10]2)=[CH:5][CH:4]=1.[NH:50]1[CH:54]=[CH:53][N:52]=[CH:51]1>>[N:50]1([C@@H:43]([CH3:44])[CH2:42][C@@H:11]2[NH:12][CH2:13][C@H:14]([O:15][CH2:16][C:17]3[CH:18]=[CH:19][C:20]4[O:25][CH2:24][CH2:23][N:22]([CH2:26][CH2:27][CH2:28][O:29][CH3:30])[C:21]=4[CH:31]=3)[C@@H:9]([C:6]3[CH:7]=[CH:8][C:3]([O:2][CH3:1])=[CH:4][CH:5]=3)[CH2:10]2)[CH:54]=[CH:53][N:52]=[CH:51]1. Procedure: Similar to example 42a, methanesulfonic acid (R)-2-[(2R,4R,5R)-4-(4-methoxy-phenyl)-5-[4-(3-methoxy-propyl)-3,4-dihydro-2H-benzo[1,4]oxazin-6-ylmethoxy]-1-(toluene-4-sulfonyl)-piperidin-2-yl]-1-methyl-ethyl ester (from example 38b) are reacted with imidazol to afford the title compound as a colourless oil. Rf=0.22 (dichlormethane-methanol 10:1); Rt=4.60. The reactants are COc1ccc(-c2nc3cc(F)c(F)cc3n2C(C(=O)N(Cc2ccccc2)N=O)C2CCCCC2)c(OC)n1, CC(=O)O, [Li+], C1CCOC1, [OH-], O, O, OO. Yields the product COc1ccc(-c2nc3cc(F)c(F)cc3n2C(C(=O)O)C2CCCCC2)c(OC)n1. RXN SMILES: [CH2:1]([N:2]([N:3]=[O:4])[C:9]([CH:10]([n:11]1[c:12](-[c:22]2[c:23]([O:30][CH3:31])[n:24][c:25]([O:28][CH3:29])[cH:26][cH:27]2)[n:13][c:14]2[c:15]1[cH:16][c:17]([F:21])[c:18]([F:20])[cH:19]2)[CH:32]1[CH2:33][CH2:34][CH2:35][CH2:36][CH2:37]1)=[O:38])[c:5]1[cH:6][cH:7][cH:8][cH:39][cH:40]1.[CH3:46][C:47]([OH:48])=[O:49].[Li+:43].[O:50]1[CH2:51][CH2:52][CH2:53][CH2:54]1.[OH-:42].[OH2:41].[OH2:55].[OH:44][OH:45]>>[C:9]([CH:10]([n:11]1[c:12](-[c:22]2[c:23]([O:30][CH3:31])[n:24][c:25]([O:28][CH3:29])[cH:26][cH:27]2)[n:13][c:14]2[c:15]1[cH:16][c:17]([F:21])[c:18]([F:20])[cH:19]2)[CH:32]1[CH2:33][CH2:34][CH2:35][CH2:36][CH2:37]1)([OH:38])=[O:48].